Dataset: the Open Reaction Database (ORD), a public repository of structured organic reaction records. Task: describe an organic reaction: reactants, conditions, products, and yield Starting materials: [H-].[Na+] (sodium hydride), O (water), NC(CO)(C)C (2-amino-2-methyl-1-propanol), ClC1=CC=C(C#N)C=C1 (4-chlorobenzonitrile). Run in CN(C=O)C (N,N-dimethylformamide). Conditions: time 30 minute. The product is C(#N)C1=CC=C(OCC(C)(C)N)C=C1 (2-(4-cyanophenoxy)-1,1-dimethylethylamine). Yield: 79.2%. Reaction SMILES: [H-].[Na+].[NH2:3][C:4]([CH3:8])([CH3:7])[CH2:5][OH:6].Cl[C:10]1[CH:17]=[CH:16][C:13]([C:14]#[N:15])=[CH:12][CH:11]=1.O>CN(C)C=O>[C:14]([C:13]1[CH:16]=[CH:17][C:10]([O:6][CH2:5][C:4]([NH2:3])([CH3:8])[CH3:7])=[CH:11][CH:12]=1)#[N:15] |f:0.1|. Procedure details: 4.0 g of 60% sodium hydride was added to a solution containing 8.9 g of 2-amino-2-methyl-1-propanol dissolved in 100 ml of N,N-dimethylformamide in an ice bath. After the reaction mixture was stirred for 30 minutes at room temperature, 13.7 g of 4-chlorobenzonitrile was added to the reaction mixture and the reaction mixture was stirred for 15 hours at room temperature. The reaction mixture was poured into water. The organic layer of the reaction mixture was extracted with ethyl acetate, washed w... Reactants: C[Si-](C)(C)(F)F, CC#N, CN(C)[S+](N(C)C)N(C)C, O=C(F)C(F)(F)F. Yields the product CN(C)[S+](N(C)C)N(C)C, [O-]C(F)(F)C(F)(F)F. As a reaction SMILES: [CH3:18][Si-:19]([CH3:20])([F:21])([F:22])[CH3:23].[CH3:24][C:25]#[N:26].[CH3:8][N:9]([S+:10]([N:11]([CH3:12])[CH3:13])[N:14]([CH3:15])[CH3:16])[CH3:17].[F:1][C:2]([C:3](=[O:4])[F:5])([F:6])[F:7]>>[CH3:8][N:9]([S+:10]([N:11]([CH3:12])[CH3:13])[N:14]([CH3:15])[CH3:16])[CH3:17].[F:1][C:2]([C:3]([O-:4])([F:5])[F:21])([F:6])[F:7]. Starting materials: C1(=CC=CC=C1)C1=C(OC=2C(C=CC2)=C1)CC(=O)OCC (ethyl 3-phenyl-7-benzofuranacetate), NN (hydrazine). The solvent is C(C)O (ethanol). Yields the product C1(=CC=CC=C1)C1=C(OC=2C(C=CC2)=C1)CC(=O)NN (3-phenyl-7-benzofuranacethydrazide). Reaction SMILES: [C:1]1([C:7]2[CH:15]=[C:11]3[CH:12]=[CH:13][CH:14]=[C:10]3[O:9][C:8]=2[CH2:16][C:17]([O:19]CC)=O)[CH:6]=[CH:5][CH:4]=[CH:3][CH:2]=1.[NH2:22][NH2:23]>C(O)C>[C:1]1([C:7]2[CH:15]=[C:11]3[CH:12]=[CH:13][CH:14]=[C:10]3[O:9][C:8]=2[CH2:16][C:17]([NH:22][NH2:23])=[O:19])[CH:6]=[CH:5][CH:4]=[CH:3][CH:2]=1. Procedure details: A solution of ethyl 3-phenyl-7-benzofuranacetate, 2.0 g., and hydrazine, 1 g., in 15 ml. of ethanol is heated overnight at reflux. The mixture is cooled and the white precipitate collected. Recrystallization from benzene gives 3-phenyl-7-benzofuranacethydrazide, m.p. 158°-159° C. Reactants: O=C1CCC(=O)N1Br, ClCCl, CC(C)(C)OC(=O)C(CCCO)NC(=O)OCC[Si](C)(C)C, c1ccc(P(c2ccccc2)c2ccccc2)cc1, c1ccncc1. Product: CC(C)(C)OC(=O)C(CCCBr)NC(=O)OCC[Si](C)(C)C. As a reaction SMILES: [Br:1][N:2]1[C:3](=[O:4])[CH2:5][CH2:6][C:7]1=[O:8].[Cl:56][CH2:57][Cl:58].[OH:34][CH2:35][CH2:36][CH2:37][CH:38]([NH:39][C:40](=[O:41])[O:42][CH2:43][CH2:44][Si:45]([CH3:46])([CH3:47])[CH3:48])[C:49](=[O:50])[O:51][C:52]([CH3:53])([CH3:54])[CH3:55].[c:9]1([P:10]([c:11]2[cH:12][cH:13][cH:14][cH:15][cH:16]2)[c:17]2[cH:18][cH:19][cH:20][cH:21][cH:22]2)[cH:23][cH:24][cH:25][cH:26][cH:27]1.[cH:28]1[cH:29][cH:30][n:31][cH:32][cH:33]1>>[Br:1][CH2:35][CH2:36][CH2:37][CH:38]([NH:39][C:40](=[O:41])[O:42][CH2:43][CH2:44][Si:45]([CH3:46])([CH3:47])[CH3:48])[C:49](=[O:50])[O:51][C:52]([CH3:53])([CH3:54])[CH3:55]. Starting materials: F[B-](F)(F)F, CCN(C(C)C)C(C)C, CS(=O)(=O)N1CCN(CCC(C(=O)O)c2ccc(Cl)c(Cl)c2)CC1, CNCc1ccc(Cl)cc1, CN(C)C=O, CN(C)C(On1nnc2ccccc21)=[N+](C)C. Yields the product CN(Cc1ccc(Cl)cc1)C(=O)C(CCN1CCN(S(C)(=O)=O)CC1)c1ccc(Cl)c(Cl)c1. RXN SMILES: [B-:25]([F:26])([F:27])([F:28])[F:29].[CH:57]([N:58]([CH2:59][CH3:60])[CH:61]([CH3:62])[CH3:63])([CH3:64])[CH3:65].[Cl:1][c:2]1[cH:3][c:4]([CH:9]([C:10](=[O:11])[OH:12])[CH2:13][CH2:14][N:15]2[CH2:16][CH2:17][N:18]([S:21](=[O:22])(=[O:23])[CH3:24])[CH2:19][CH2:20]2)[cH:5][cH:6][c:7]1[Cl:8].[Cl:47][c:48]1[cH:49][cH:50][c:51]([CH2:52][NH:53][CH3:54])[cH:55][cH:56]1.[O:66]=[CH:67][N:68]([CH3:69])[CH3:70].[n:30]1([O:31][C:32]([N:33]([CH3:34])[CH3:35])=[N+:36]([CH3:37])[CH3:38])[c:39]2[cH:40][cH:41][cH:42][cH:43][c:44]2[n:45][n:46]1>>[Cl:1][c:2]1[cH:3][c:4]([CH:9]([C:10](=[O:11])[N:53]([CH2:52][c:51]2[cH:50][cH:49][c:48]([Cl:47])[cH:56][cH:55]2)[CH3:54])[CH2:13][CH2:14][N:15]2[CH2:16][CH2:17][N:18]([S:21](=[O:22])(=[O:23])[CH3:24])[CH2:19][CH2:20]2)[cH:5][cH:6][c:7]1[Cl:8]. The reactants are [Cl-].COC[P+](C1=CC=CC=C1)(C1=CC=CC=C1)C1=CC=CC=C1 ((methoxymethyl)triphenyl-phosphonium chloride), O=C(CC(C(=O)O)C)CC(CC(CCC)C)C (4-oxo-2,6,8-trimethyl-undecanoic acid), C(C)(C)NC(C)C (diisopropylamine), solution, C(CCC)[Li] (n-butyllithium). The solvent is C1CCOC1 (THF), C1CCOC1 (THF), CCCCCC (hexane). Run at temperature 0 celsius, time 15 minute. The product is CC(CC(CC(C(=O)O)C)=COC)CC(CCC)C (4-(2,4-dimethylheptanyl)-5-methoxy-2-methyl-4-pentenoic acid). As a reaction SMILES: C(NC(C)C)(C)C.C([Li])CCC.[Cl-].[CH3:14][O:15][CH2:16][P+](C1C=CC=CC=1)(C1C=CC=CC=1)C1C=CC=CC=1.O=[C:37]([CH2:44][CH:45]([CH3:52])[CH2:46][CH:47]([CH3:51])[CH2:48][CH2:49][CH3:50])[CH2:38][CH:39]([CH3:43])[C:40]([OH:42])=[O:41]>C1COCC1.CCCCCC>[CH3:52][CH:45]([CH2:46][CH:47]([CH3:51])[CH2:48][CH2:49][CH3:50])[CH2:44][C:37](=[CH:14][O:15][CH3:16])[CH2:38][CH:39]([CH3:43])[C:40]([OH:42])=[O:41] |f:2.3|. Reported procedure: A solution of diisopropylamine (5.40 ml, 38.53 mmol) in 50 ml dry THF at -78° C. was mixed with 15.41 ml (38.53 mmol) of a 2.5M solution of n-butyllithium in hexane with stirring. After 15 minutes, (methoxymethyl)triphenyl-phosphonium chloride (13.87 g, 39.25 mmol, 97% purity) was slowly added. The temperature of the solution was raised to 0° C. and stirred for another 15 minutes. A solution of 4-oxo-2,6,8-trimethylundecanoic acid (10) (1.90 g, 7.85 mmol) in 20 ml of THF was then added to the re... Reactants: trimellitic anhydride, NC1=CC=C(C(=O)O)C=C1 (p-amino-benzoic acid), CN(C)C=O (N,N'-dimethylformamide), O (water). Solvent: deuterated dimethylsulphoxide. Conditions: temperature 140 celsius, time 3 hour. Product: C(=O)(O)C=1C=C2C(C(=O)N(C2=O)C2=CC=C(C=C2)C(=O)O)=CC1 (4-carboxy-N-(p-carboxyphenyl)phthalimide). The yield is 75.0%. RXN SMILES: N[C:2]1[CH:10]=[CH:9][C:5]([C:6]([OH:8])=[O:7])=[CH:4][CH:3]=1.[CH3:11][N:12]([CH:14]=[O:15])[CH3:13].[OH2:16]>>[C:6]([C:5]1[CH:4]=[C:3]2[C:11](=[O:16])[N:12]([C:13]3[CH:10]=[CH:9][C:5]([C:6]([OH:8])=[O:7])=[CH:4][CH:3]=3)[C:14](=[O:15])[C:2]2=[CH:10][CH:9]=1)([OH:8])=[O:7]. Procedure: 38.42 g of trimellitic anhydride (0.2 moles), 27.4 g of p-amino-benzoic acid (0.2 moles) and 300 cc of N,N'-dimethylformamide are fed into a glass flask of 500 cc volume fitted with a mechanical stirrer, a thermometer and a vertical condenser. The reaction mixture is heated to 140° C. and left under stirring for three hours. On termination of this reaction time, the mixture is cooled to ambient temperature and poured into 2 liters of water under stirring. The precipitate is filtered off and wash... Reactants: [BH4-], CO, COC(=O)CSCCCCC(=O)NCC=CCOc1cc(CN2CCCCC2)ccn1, [Na+], C1CCOC1. The product is O=C(CCCCSCCO)NCC=CCOc1cc(CN2CCCCC2)ccn1. Reaction SMILES: [BH4-:1].[CH3:34][OH:35].[N:3]1([CH2:9][c:10]2[cH:11][c:12]([O:16][CH2:17][CH:18]=[CH:19][CH2:20][NH:21][C:22]([CH2:23][CH2:24][CH2:25][CH2:26][S:27][CH2:28][C:29](=[O:30])[O:31][CH3:32])=[O:33])[n:13][cH:14][cH:15]2)[CH2:4][CH2:5][CH2:6][CH2:7][CH2:8]1.[Na+:2].[O:36]1[CH2:37][CH2:38][CH2:39][CH2:40]1>>[N:3]1([CH2:9][c:10]2[cH:11][c:12]([O:16][CH2:17][CH:18]=[CH:19][CH2:20][NH:21][C:22]([CH2:23][CH2:24][CH2:25][CH2:26][S:27][CH2:28][CH2:29][OH:30])=[O:33])[n:13][cH:14][cH:15]2)[CH2:4][CH2:5][CH2:6][CH2:7][CH2:8]1. The reactants are CN(C)CCCCNc1ccc2ncc(Br)n2n1, CCCCC=CB(O)O. The product is CCCCC=Cc1cnc2ccc(NCCCCN(C)C)nn12. As a reaction SMILES: [Br:1][c:2]1[cH:3][n:4][c:5]2[n:6]1[n:7][c:8]([NH:11][CH2:12][CH2:13][CH2:14][CH2:15][N:16]([CH3:17])[CH3:18])[cH:9][cH:10]2.[CH:19](=[CH:20][CH2:21][CH2:22][CH2:23][CH3:24])[B:25]([OH:26])[OH:27]>>[c:2]1([CH:19]=[CH:20][CH2:21][CH2:22][CH2:23][CH3:24])[cH:3][n:4][c:5]2[n:6]1[n:7][c:8]([NH:11][CH2:12][CH2:13][CH2:14][CH2:15][N:16]([CH3:17])[CH3:18])[cH:9][cH:10]2. The reactants are ClC=1C=C(C=CC1)NC1=NC=CC(=N1)C1=CC=[N+](C=C1)[O-] (N-(3-chloro-phenyl)-4-(N-oxido-4-pyridyl)-2-pyrimidineamine), CN(C(=O)Cl)C (dimethylcarbamoyl chloride), C[Si](C)(C)C#N (trimethylsilyl cyanide). The solvent is C(C)#N (acetonitrile). Conditions: time 14 hour. Product: ClC=1C=C(C=CC1)NC1=NC=CC(=N1)C1=CC(=NC=C1)C#N (N-(3-chloro-phenyl)-4-(2-cyano-4-pyridyl)-2-pyrimidineamine). Reaction SMILES: [Cl:1][C:2]1[CH:3]=[C:4]([NH:8][C:9]2[N:14]=[C:13]([C:15]3[CH:20]=[CH:19][N+:18]([O-])=[CH:17][CH:16]=3)[CH:12]=[CH:11][N:10]=2)[CH:5]=[CH:6][CH:7]=1.[CH3:22][N:23](C)C(Cl)=O.C[Si](C#N)(C)C>C(#N)C>[Cl:1][C:2]1[CH:3]=[C:4]([NH:8][C:9]2[N:14]=[C:13]([C:15]3[CH:20]=[CH:19][N:18]=[C:17]([C:22]#[N:23])[CH:16]=3)[CH:12]=[CH:11][N:10]=2)[CH:5]=[CH:6][CH:7]=1. Procedure details: 500 mg (1.67 mmol) of N-(3-chloro-phenyl)-4-(N-oxido-4-pyridyl)-2-pyrimidineamine are suspended in 5 ml of acetonitrile, and 0.42 ml (4.5 mmol) of dimethylcarbamoyl chloride and 0.56 ml (4.5 mmol) of trimethylsilyl cyanide are added. After stirring for 14 hours at 60°, the reaction mixture is cooled to RT and the reaction product is isolated by filtration and washed with diethyl ether. Recrystallisation from tetrahydrofuran gives N-(3-chloro-phenyl)-4-(2-cyano-4-pyridyl)-2-pyrimidineamine in the...